This data is from the Open Reaction Database (ORD), a public repository of structured organic reaction records. The task is: describe an organic reaction: reactants, conditions, products, and yield Starting materials: C1=CC=C2C3(OC4=C(N21)C=CC=C4)CCNCC3 (spiro[piperidine-4,4′-pyrrolo[2,1-c][1,4]benzoxazine]), C(=O)(O)[O-].[Na+] (NaHCO3), C(C1=CC=CC=C1)Br (benzyl bromide). Solvent: C(C)#N (acetonitrile). The product is C(C1=CC=CC=C1)N1CCC2(CC1)C=1N(C3=C(O2)C=CC=C3)C=CC1 (1′-benzylspiro[benzo[b]pyrrolo[1,2-d][1,4]oxazine-4,4′-piperidine]). Yield: 55.5%. RXN SMILES: [CH:1]1[N:9]2[C:4]([C:5]3([CH2:18][CH2:17][NH:16][CH2:15][CH2:14]3)[O:6][C:7]3[CH:13]=[CH:12][CH:11]=[CH:10][C:8]=32)=[CH:3][CH:2]=1.C([O-])(O)=O.[Na+].[CH2:24](Br)[C:25]1[CH:30]=[CH:29][CH:28]=[CH:27][CH:26]=1>C(#N)C>[CH2:24]([N:16]1[CH2:17][CH2:18][C:5]2([O:6][C:7]3[CH:13]=[CH:12][CH:11]=[CH:10][C:8]=3[N:9]3[CH:1]=[CH:2][CH:3]=[C:4]23)[CH2:14][CH2:15]1)[C:25]1[CH:30]=[CH:29][CH:28]=[CH:27][CH:26]=1 |f:1.2|. Reported procedure: To a 0° C. solution of spiro[piperidine-4,4′-pyrrolo[2,1-c][1,4]benzoxazine] (HCl salt) (1.0 g, 3.6 mmol) in dry acetonitrile (10 mL), under nitrogen, was added NaHCO3 (1.5 g, 18 mmol) followed by dropwise addition of benzyl bromide (560 μL, 4.7 mmol). The cooling bath was removed. Water (25 ml) was then added, and the organic solvent was removed under vacuum. The product was extracted from the aqueous solution with EtOAc (3×150 mL). The organic phases were combined, washed with brine, dried wit... Reactants: C1(=C(C(=CC(=C1)C)C)N1C=NC=C1)C (1-mesitylimidazole), ClCC(C(C)(C)C)=O (1-chloro-3,3-dimethyl-2-butanone). Solvent: C1CCOC1 (THF). Yields the product [Cl-].CC(C(C[N+]1=CN(C=C1)C1=C(C=C(C=C1C)C)C)=O)(C)C (1-(3,3-dimethyl-2-oxobutyl)-3-mesityl imidazolium chloride). Reaction SMILES: [C:1]1([CH3:14])[CH:6]=[C:5]([CH3:7])[CH:4]=[C:3]([CH3:8])[C:2]=1[N:9]1[CH:13]=[CH:12][N:11]=[CH:10]1.[Cl:15][CH2:16][C:17](=[O:22])[C:18]([CH3:21])([CH3:20])[CH3:19]>C1COCC1>[Cl-:15].[CH3:19][C:18]([CH3:21])([CH3:20])[C:17](=[O:22])[CH2:16][N+:11]1[CH:12]=[CH:13][N:9]([C:2]2[C:3]([CH3:8])=[CH:4][C:5]([CH3:7])=[CH:6][C:1]=2[CH3:14])[CH:10]=1 |f:3.4|. Procedure details: According to the general synthesis procedure, 5.4 mmol (1.00 g) 1-mesitylimidazole and 6.4 mmol (0.870 g, 0.85 ml) 1-chloro-3,3-dimethyl-2-butanone are dissolved in 5 ml THF and heated for 45 min to 90° C. Starting materials: Cl.C1(CC1)COC1=C(C2=C(OCO2)C=C1)C1=C2C(=NC=C1)C(=C(N2)C)C(=O)NC2CCNCC2 (7-[5-(cyclopropylmethoxy)-1,3-benzodioxol-4-yl]-2-methyl-N-piperidin-4-yl-1H-pyrrolo[3,2-b]pyridine-3-carboxamide hydrochloride), C(CC)(=O)Cl (propionyl chloride). The product is C1(CC1)COC1=C(C2=C(OCO2)C=C1)C1=C2C(=NC=C1)C(=C(N2)C)C(=O)NC2CCN(CC2)C(CC)=O (7-[5-(Cyclopropylmethoxy)-1,3-benzodioxol-4-yl]-2-methyl-N-(1-propionylpiperidin-4-yl)-1H-pyrrolo[3,2-b]pyridine-3-carboxamide). RXN SMILES: Cl.[CH:2]1([CH2:5][O:6][C:7]2[CH:15]=[CH:14][C:10]3[O:11][CH2:12][O:13][C:9]=3[C:8]=2[C:16]2[CH:21]=[CH:20][N:19]=[C:18]3[C:22]([C:26]([NH:28][CH:29]4[CH2:34][CH2:33][NH:32][CH2:31][CH2:30]4)=[O:27])=[C:23]([CH3:25])[NH:24][C:17]=23)[CH2:4][CH2:3]1.[C:35](Cl)(=[O:38])[CH2:36][CH3:37]>>[CH:2]1([CH2:5][O:6][C:7]2[CH:15]=[CH:14][C:10]3[O:11][CH2:12][O:13][C:9]=3[C:8]=2[C:16]2[CH:21]=[CH:20][N:19]=[C:18]3[C:22]([C:26]([NH:28][CH:29]4[CH2:30][CH2:31][N:32]([C:35](=[O:38])[CH2:36][CH3:37])[CH2:33][CH2:34]4)=[O:27])=[C:23]([CH3:25])[NH:24][C:17]=23)[CH2:4][CH2:3]1 |f:0.1|. Reported procedure: Starting from 7-[5-(cyclopropylmethoxy)-1,3-benzodioxol-4-yl]-2-methyl-N-piperidin-4-yl-1H-pyrrolo[3,2-b]pyridine-3-carboxamide hydrochloride (example D.f1) and commercially available propionyl chloride the title compound is obtained as colorless solid.